Dataset: the Open Reaction Database (ORD), a public repository of structured organic reaction records. Task: describe an organic reaction: reactants, conditions, products, and yield The reactants are COC(=O)C=1C=C(C=C2CC(C(NC12)C1=CC(=CC=C1)Br)(C)C)Cl (2-(3-bromo-phenyl)-6-chloro-3,3-dimethyl-1,2,3,4-tetrahydro-quinoline-8-carboxylic acid methyl ester), C([O-])([O-])=O.[Cs+].[Cs+] (cesium carbonate), CC1(C2=C(C(=CC=C2)P(C3=CC=CC=C3)C4=CC=CC=C4)OC5=C(C=CC=C51)P(C6=CC=CC=C6)C7=CC=CC=C7)C (xantphos), Cl.ClC1=CC=C(C=C1)N1CCNCC1 (1-(4-chloro-phenyl)piperazine hydrochloride). Reagents/catalysts: C(C)(=O)[O-].[Pd+2].C(C)(=O)[O-] (palladium acetate). The solvent is C1(=CC=CC=C1)C (toluene). Run at temperature 120 celsius, time 12 hour. The product is COC(=O)C=1C=C(C=C2CC(C(NC12)C1=CC(=CC=C1)N1CCN(CC1)C1=CC=C(C=C1)Cl)(C)C)Cl (6-chloro-2-{3-[4-(4-chloro-phenyl)-piperazin-1-yl]-phenyl}-3,3-dimethyl-1,2,3,4-tetrahydro-quinoline-8-carboxylic acid methyl ester). Isolated yield 24.8%. Reaction SMILES: [CH3:1][O:2][C:3]([C:5]1[CH:6]=[C:7]([Cl:24])[CH:8]=[C:9]2[C:14]=1[NH:13][CH:12]([C:15]1[CH:20]=[CH:19][CH:18]=[C:17](Br)[CH:16]=1)[C:11]([CH3:23])([CH3:22])[CH2:10]2)=[O:4].C(=O)([O-])[O-].[Cs+].[Cs+].CC1(C)C2C(=C(P(C3C=CC=CC=3)C3C=CC=CC=3)C=CC=2)OC2C(P(C3C=CC=CC=3)C3C=CC=CC=3)=CC=CC1=2.Cl.[Cl:74][C:75]1[CH:80]=[CH:79][C:78]([N:81]2[CH2:86][CH2:85][NH:84][CH2:83][CH2:82]2)=[CH:77][CH:76]=1>C1(C)C=CC=CC=1.C([O-])(=O)C.[Pd+2].C([O-])(=O)C>[CH3:1][O:2][C:3]([C:5]1[CH:6]=[C:7]([Cl:24])[CH:8]=[C:9]2[C:14]=1[NH:13][CH:12]([C:15]1[CH:20]=[CH:19][CH:18]=[C:17]([N:84]3[CH2:83][CH2:82][N:81]([C:78]4[CH:77]=[CH:76][C:75]([Cl:74])=[CH:80][CH:79]=4)[CH2:86][CH2:85]3)[CH:16]=1)[C:11]([CH3:23])([CH3:22])[CH2:10]2)=[O:4] |f:1.2.3,5.6,8.9.10|. Procedure: To a mixture of 2-(3-bromo-phenyl)-6-chloro-3,3-dimethyl-1,2,3,4-tetrahydro-quinoline-8-carboxylic acid methyl ester (410 mg, 1 mmol), palladium acetate (6.73 mg, 0.03 mmol), cesium carbonate (0.65 g, 2 mmol), xantphos (23 mg, 0.04 mmol) and 1-(4-chloro-phenyl)piperazine hydrochloride (350 mg, 1.5 mmol) in toluene (10 mL) was stirred at 120° C. for 12 hours. Then the reaction mixture was concentrated in vacuo and the residue was extracted with ethyl acetate (2×100 mL), washed with saturated aque... The reactants are O (water), C(#N)C1=CC=C(C=C1)O (4-cyanophenol), C(C1=CC=CC=C1)Cl (benzyl chloride), C([O-])([O-])=O.[K+].[K+] (potassium carbonate). Run in CN1CCCC1=O (NMP). Reaction conditions: temperature 95 celsius, time 1.5 hour. Yields the product C(C1=CC=CC=C1)OC1=CC=C(C#N)C=C1 (4-benzyloxybenzonitrile). RXN SMILES: [C:1]([C:3]1[CH:8]=[CH:7][C:6]([OH:9])=[CH:5][CH:4]=1)#[N:2].[CH2:10](Cl)[C:11]1[CH:16]=[CH:15][CH:14]=[CH:13][CH:12]=1.C(=O)([O-])[O-].[K+].[K+].O>CN1C(=O)CCC1>[CH2:10]([O:9][C:6]1[CH:7]=[CH:8][C:3]([C:1]#[N:2])=[CH:4][CH:5]=1)[C:11]1[CH:16]=[CH:15][CH:14]=[CH:13][CH:12]=1 |f:2.3.4|. Reported procedure: A mixture containing 325 g of 4-cyanophenol, 346 mL of benzyl chloride and 758 g of potassium carbonate in 1.2 L of NMP was heated at 95° C. with stirring for 1.5 hrs. The reaction mixture was cooled to room temperature and poured into 5 L of cold water. The resulting white solid was collected, washed with water and hexanes and dried at 70° C. in vacuo giving 570.0 g of 4-benzyloxybenzonitrile. As a reaction SMILES: [Cl:39][CH2:40][Cl:41].[F:32][C:33]([C:34](=[O:35])[OH:36])([F:37])[F:38].[c:1]1([CH3:31])[cH:2][c:3]([NH:7][C:8](=[O:9])[c:10]2[cH:11][n:12][cH:13][c:14]([N:16]3[CH2:17][CH:18]4[CH:19]([CH2:20]3)[CH2:21][N:22]([C:24]([O:25][C:26]([CH3:27])([CH3:28])[CH3:29])=[O:30])[CH2:23]4)[n:15]2)[cH:4][cH:5][cH:6]1>>[F:32][C:33]([C:34](=[O:35])[OH:36])([F:37])[F:38].[c:1]1([CH3:31])[cH:2][c:3]([NH:7][C:8](=[O:9])[c:10]2[cH:11][n:12][cH:13][c:14]([N:16]3[CH2:17][CH:18]4[CH:19]([CH2:20]3)[CH2:21][NH:22][CH2:23]4)[n:15]2)[cH:4][cH:5][cH:6]1. The product is O=C(O)C(F)(F)F, Cc1cccc(NC(=O)c2cncc(N3CC4CNCC4C3)n2)c1. Starting materials: ClCCl, O=C(O)C(F)(F)F, Cc1cccc(NC(=O)c2cncc(N3CC4CN(C(=O)OC(C)(C)C)CC4C3)n2)c1.